From a dataset of the Open Reaction Database (ORD), a public repository of structured organic reaction records. describe an organic reaction: reactants, conditions, products, and yield Solvent: CS(=O)C (dimethyl sulphoxide). Procedure details: A suspension of 0.47 g of 1-cyclopropyl-7,8-difluoro-4-oxo-1,4-dihydro-benzo[b][1,8]naphthyridine-3-carboxylic acid and 0.6 g of 1-methylpiperazine in 7 cm3 of dimethyl sulphoxide is heated at a temperature close to 80° C. for 15 minutes. The reaction mixture is poured into 25 cm3 of water and 9 cm3 of N hydrochloric acid are added. The solid obtained is drained and washed with 3 times 5 cm3 of water. After recrystallizing once from a mixture of 4.5 cm3 of ethanol and 4.5 cm3 of dimethylformamid... Isolated yield 49.2%. Product: C1(CC1)N1C=C(C(C=2C=C3C(=NC12)C=C(C(=C3)F)N3CCN(CC3)C)=O)C(=O)O (1-cyclopropyl-7-fluoro-8-(4-methyl-1-piperazinyl)-4-oxo-1,4-dihydro-benzo[b][1,8]naphthyridine-3-carboxylic acid). As a reaction SMILES: [CH:1]1([N:4]2[C:13]3[N:12]=[C:11]4[CH:14]=[C:15](F)[C:16]([F:18])=[CH:17][C:10]4=[CH:9][C:8]=3[C:7](=[O:20])[C:6]([C:21]([OH:23])=[O:22])=[CH:5]2)[CH2:3][CH2:2]1.[CH3:24][N:25]1[CH2:30][CH2:29][NH:28][CH2:27][CH2:26]1.O.Cl>CS(C)=O>[CH:1]1([N:4]2[C:13]3[N:12]=[C:11]4[CH:14]=[C:15]([N:28]5[CH2:29][CH2:30][N:25]([CH3:24])[CH2:26][CH2:27]5)[C:16]([F:18])=[CH:17][C:10]4=[CH:9][C:8]=3[C:7](=[O:20])[C:6]([C:21]([OH:23])=[O:22])=[CH:5]2)[CH2:2][CH2:3]1. Starting materials: C1(CC1)N1C=C(C(C=2C=C3C(=NC12)C=C(C(=C3)F)F)=O)C(=O)O (1-cyclopropyl-7,8-difluoro-4-oxo-1,4-dihydro-benzo[b][1,8]naphthyridine-3-carboxylic acid), CN1CCNCC1 (1-methylpiperazine), O (water), Cl (hydrochloric acid). Reactants: C1COCCN1, CO, COC(=O)c1cc(Cl)ccc1[N+](=O)[O-], CN(C)C=O. Yields the product COC(=O)c1cc(N2CCOCC2)ccc1[N+](=O)[O-]. RXN SMILES: [CH2:15]1[CH2:16][O:17][CH2:18][CH2:19][NH:20]1.[CH3:26][OH:27].[Cl:1][c:2]1[cH:3][cH:4][c:5]([N+:12](=[O:13])[O-:14])[c:6]([C:7](=[O:8])[O:9][CH3:10])[cH:11]1.[O:21]=[CH:22][N:23]([CH3:24])[CH3:25]>>[c:2]1([N:20]2[CH2:15][CH2:16][O:17][CH2:18][CH2:19]2)[cH:3][cH:4][c:5]([N+:12](=[O:13])[O-:14])[c:6]([C:7](=[O:8])[O:9][CH3:10])[cH:11]1. Yields the product CCC1NCCC1(C)O. Reaction SMILES: [CH2:1]([CH3:2])[CH:3]1[N:4]([C:10]([O:11][CH2:12][c:13]2[cH:14][cH:15][cH:16][cH:17][cH:18]2)=[O:19])[CH2:5][CH2:6][C:7]1([CH3:8])[OH:9].[OH2:20]>>[CH2:1]([CH3:2])[CH:3]1[NH:4][CH2:5][CH2:6][C:7]1([CH3:8])[OH:9]. Reactants: CCC1N(C(=O)OCc2ccccc2)CCC1(C)O, O. Starting materials: C(C1=CC=CC=C1)[C@H](C(=O)O)CC[C@@H](C(=O)N[C@@H]1C(N(CCCC1)C1=C(C=CC=C1)OC)=O)CC1=CC=CC=C1 ((2R,5R)-2,5-Dibenzyl-6-((S)-1-(2-methoxyphenyl)-2-oxoazepan-3-ylamino)-6-oxohexanoic acid), N[C@@H]1C(N2[C@@H](SCC1)CC[C@@H](C2)C(F)(F)F)=O ((4S,8S,10aS)-4-Amino-8-(trifluoromethyl)hexahydro-2H-pyrido[2,1-b][1,3]thiazepin-5(7H)-one). The product is C(C1=CC=CC=C1)[C@H](C(=O)N[C@@H]1C(N(CCCC1)C1=C(C=CC=C1)OC)=O)CC[C@@H](C(=O)N[C@@H]1C(N2[C@@H](SCC1)CC[C@@H](C2)C(F)(F)F)=O)CC2=CC=CC=C2 ((2R,5R)-2,5-Dibenzyl-N1-((S)-1-(2-methoxyphenyl)-2-oxoazepan-3-yl)-N6-((4S,8S,10aS)-5-oxo-8-(trifluoromethyl)octahydro-2H-pyrido[2,1-b][1,3]thiazepin-4-yl)hexanediamide), solid. Isolated yield 74.0%. As a reaction SMILES: [CH2:1]([C@@H:8]([CH2:12][CH2:13][C@H:14]([CH2:34][C:35]1[CH:40]=[CH:39][CH:38]=[CH:37][CH:36]=1)[C:15]([NH:17][C@H:18]1[CH2:24][CH2:23][CH2:22][CH2:21][N:20]([C:25]2[CH:30]=[CH:29][CH:28]=[CH:27][C:26]=2[O:31][CH3:32])[C:19]1=[O:33])=[O:16])[C:9](O)=[O:10])[C:2]1[CH:7]=[CH:6][CH:5]=[CH:4][CH:3]=1.[NH2:41][C@H:42]1[CH2:48][CH2:47][S:46][C@H:45]2[CH2:49][CH2:50][C@H:51]([C:53]([F:56])([F:55])[F:54])[CH2:52][N:44]2[C:43]1=[O:57]>>[CH2:34]([C@@H:14]([CH2:13][CH2:12][C@H:8]([CH2:1][C:2]1[CH:3]=[CH:4][CH:5]=[CH:6][CH:7]=1)[C:9]([NH:41][C@H:42]1[CH2:48][CH2:47][S:46][C@H:45]2[CH2:49][CH2:50][C@H:51]([C:53]([F:54])([F:56])[F:55])[CH2:52][N:44]2[C:43]1=[O:57])=[O:10])[C:15]([NH:17][C@H:18]1[CH2:24][CH2:23][CH2:22][CH2:21][N:20]([C:25]2[CH:30]=[CH:29][CH:28]=[CH:27][C:26]=2[O:31][CH3:32])[C:19]1=[O:33])=[O:16])[C:35]1[CH:40]=[CH:39][CH:38]=[CH:37][CH:36]=1. Reported procedure: (2R,5R)-2,5-Dibenzyl-N1-((S)-1-(2-methoxyphenyl)-2-oxoazepan-3-yl)-N6-((4S,8S,10aS)-5-oxo-8-(trifluoromethyl)octahydro-2H-pyrido[2,1-b][1,3]thiazepin-4-yl)hexanediamide was synthesized as described in General Procedure H using Intermediate 70 (8.5 mg, 0.016 mmol) and Intermediate 60 (3.5 mg, 0.013 mmol) to give a white solid (7.6 mg, 74% yield). Anal. Calcd. for C43H51F3N4O5S m/z 792.7. found: 793.6 (M+H)+; 1H NMR (400 MHz, CDCl3) δ ppm 7.38-7.03 (m, 11H), 7.04-6.82 (m, 3H), 5.12 (t, J=7.3 Hz, 1... Reactants: OC=1C(=C(C(=O)O)C=CC1C)[N+](=O)[O-] (3-hydroxy-4-methyl-2-nitrobenzoic acid), C(=O)([O-])[O-].[K+].[K+] (K2CO3), CI (MeI), C(Cl)Cl.CO (CH2Cl2 MeOH). The solvent is CN(C)C=O (DMF), O (Water). Conditions: time 8 hour. Product: COC=1C(=C(C(=O)OC)C=CC1C)[N+](=O)[O-] (methyl 3-methoxy-4-methyl-2-nitrobenzoate). Isolated yield 94.7%. Reaction SMILES: O[C:2]1[C:3]([N+:12]([O-:14])=[O:13])=[C:4]([CH:8]=[CH:9][C:10]=1[CH3:11])[C:5]([OH:7])=[O:6].[C:15]([O-])([O-])=O.[K+].[K+].CI.C(Cl)Cl.[CH3:26][OH:27]>CN(C=O)C.O>[CH3:26][O:27][C:2]1[C:3]([N+:12]([O-:14])=[O:13])=[C:4]([CH:8]=[CH:9][C:10]=1[CH3:11])[C:5]([O:7][CH3:15])=[O:6] |f:1.2.3,5.6|. Procedure: To a solution of 3-hydroxy-4-methyl-2-nitrobenzoic acid (365 g, 1.85 mol) in DMF (3280 mL) were added K2CO3 (524.4 g, 3.80 mol) and MeI (788 g, 5.55 mol) in one portion. Then the reaction mixture was stirred at room temperature overnight. TLC(CH2Cl2/MeOH=3:1) indicated the reaction was complete. Water (9 L) was added to the reaction mixture and the mixture was extracted with EtOAc (3 L×2). The combined organic layers were washed with 1 N aq. NaOH (1 L×2) and brine, dried over anhydrous Na2SO4 an... The reactants are aqueous solution, [OH-].[Na+] (sodium hydroxide), [H-].[Al+3].[Li+].[H-].[H-].[H-] (Lithium aluminium hydride), methyl ester, N1=CC=C(C=C1)C=1OC2=C(N1)C=CC=C2C(=O)O ([2-(4-pyridyl)-benzoxazol-7-yl]carboxylic acid). The solvent is O1CCCC1 (tetrahydrofuran), O1CCCC1 (tetrahydrofuran). Run at time 10 minute. Yields the product N1=CC=C(C=C1)C=1OC2=C(N1)C=CC=C2CO ([2-(4-pyridyl)-benzoxazol-7-yl]methanol). The yield is 67.2%. Reaction SMILES: [H-].[Al+3].[Li+].[H-].[H-].[H-].[N:7]1[CH:12]=[CH:11][C:10]([C:13]2[O:14][C:15]3[C:21]([C:22](O)=[O:23])=[CH:20][CH:19]=[CH:18][C:16]=3[N:17]=2)=[CH:9][CH:8]=1.[OH-].[Na+]>O1CCCC1>[N:7]1[CH:12]=[CH:11][C:10]([C:13]2[O:14][C:15]3[C:21]([CH2:22][OH:23])=[CH:20][CH:19]=[CH:18][C:16]=3[N:17]=2)=[CH:9][CH:8]=1 |f:0.1.2.3.4.5,7.8|. Reported procedure: Lithium aluminium hydride (53 mg, 1.42 mmol) was added to a solution of methyl ester of [2-(4-pyridyl)-benzoxazol-7-yl]carboxylic acid (360 mg, 1.42 mmol) in tetrahydrofuran (15 ml) with stirring under ice cooling in 10 min. and the mixture was stirred at the same temperature for 0.5 hrs. To the reaction mixture were added dropwise at the same temperature 10% aqueous tetrahydrofuran (2 ml) and 30% aqueous solution of sodium hydroxide (0.5 ml) in turn, and the mixture was stirred at room temperat... Starting materials: CCn1c2ccccc2c2cc(NC(=O)Cc3cccnc3)ccc21, C1CCOC1, CI, CCOC(C)=O, [H-], [Na+], CN(C)C=O. The product is CCn1c2ccccc2c2cc(N(C)C(=O)Cc3cccnc3)ccc21. RXN SMILES: [CH2:1]([CH3:2])[n:3]1[c:4]2[cH:5][cH:6][cH:7][cH:8][c:9]2[c:10]2[cH:11][c:12]([NH:16][C:17]([CH2:18][c:19]3[cH:20][n:21][cH:22][cH:23][cH:24]3)=[O:25])[cH:13][cH:14][c:15]12.[CH2:35]1[O:36][CH2:37][CH2:38][CH2:39]1.[CH3:28][I:29].[CH3:40][CH2:41][O:42][C:43]([CH3:44])=[O:45].[H-:27].[Na+:26].[O:30]=[CH:31][N:32]([CH3:33])[CH3:34]>>[CH2:1]([CH3:2])[n:3]1[c:4]2[cH:5][cH:6][cH:7][cH:8][c:9]2[c:10]2[cH:11][c:12]([N:16]([C:17]([CH2:18][c:19]3[cH:20][n:21][cH:22][cH:23][cH:24]3)=[O:25])[CH3:31])[cH:13][cH:14][c:15]12. Starting materials: CN(C)C=O, Clc1nn2c(-c3cccs3)nnc2cc1C1CCCC1, [H-], [Na+], OCc1ccccn1. Product: c1ccc(COc2nn3c(-c4cccs4)nnc3cc2C2CCCC2)nc1. Reaction SMILES: [CH3:31][N:32]([CH3:33])[CH:34]=[O:35].[Cl:11][c:12]1[c:13]([CH:26]2[CH2:27][CH2:28][CH2:29][CH2:30]2)[cH:14][c:15]2[n:16]([n:17]1)[c:18](-[c:21]1[s:22][cH:23][cH:24][cH:25]1)[n:19][n:20]2.[H-:9].[Na+:10].[OH:1][CH2:2][c:3]1[n:4][cH:5][cH:6][cH:7][cH:8]1>>[O:1]([CH2:2][c:3]1[n:4][cH:5][cH:6][cH:7][cH:8]1)[c:12]1[c:13]([CH:26]2[CH2:27][CH2:28][CH2:29][CH2:30]2)[cH:14][c:15]2[n:16]([n:17]1)[c:18](-[c:21]1[s:22][cH:23][cH:24][cH:25]1)[n:19][n:20]2. RXN SMILES: [CH2:44]([CH:45]([CH3:46])[CH3:47])[OH:48].[CH2:49]1[O:50][CH2:51][CH2:52][CH2:53]1.[OH:1][c:2]1[cH:3][c:4]([C:5](=[O:6])[NH:7][c:8]2[cH:9][cH:10][c:11]([C:14](=[O:15])[O:16][CH3:17])[cH:12][n:13]2)[cH:18][c:19]([O:21][CH:22]([CH3:23])[CH3:24])[cH:20]1.[c:25]1([P:26]([c:27]2[cH:28][cH:29][cH:30][cH:31][cH:32]2)[c:33]2[cH:34][cH:35][cH:36][cH:37][cH:38]2)[cH:39][cH:40][cH:41][cH:42][cH:43]1>>[O:1]([c:2]1[cH:3][c:4]([C:5](=[O:6])[NH:7][c:8]2[cH:9][cH:10][c:11]([C:14](=[O:15])[O:16][CH3:17])[cH:12][n:13]2)[cH:18][c:19]([O:21][CH:22]([CH3:23])[CH3:24])[cH:20]1)[CH2:44][CH:45]([CH3:46])[CH3:47]. Reactants: CC(C)CO, C1CCOC1, COC(=O)c1ccc(NC(=O)c2cc(O)cc(OC(C)C)c2)nc1, c1ccc(P(c2ccccc2)c2ccccc2)cc1. Product: COC(=O)c1ccc(NC(=O)c2cc(OCC(C)C)cc(OC(C)C)c2)nc1. Starting materials: CN1CCNCC1, CCOC(C)=O, O=[N+]([O-])c1ccc(Cl)cc1F, [K+], [K+], O=C([O-])[O-], CN(C)C=O, O. Yields the product CN1CCN(c2cc(Cl)ccc2[N+](=O)[O-])CC1. RXN SMILES: [CH3:12][N:13]1[CH2:14][CH2:15][NH:16][CH2:17][CH2:18]1.[CH3:31][CH2:32][O:33][C:34]([CH3:35])=[O:36].[Cl:1][c:2]1[cH:3][c:4]([F:11])[c:5]([N+:8](=[O:9])[O-:10])[cH:6][cH:7]1.[K+:19].[K+:20].[O-:21][C:22]([O-:23])=[O:24].[O:25]=[CH:26][N:27]([CH3:28])[CH3:29].[OH2:30]>>[Cl:1][c:2]1[cH:3][c:4]([N:16]2[CH2:15][CH2:14][N:13]([CH3:12])[CH2:18][CH2:17]2)[c:5]([N+:8](=[O:9])[O-:10])[cH:6][cH:7]1.